Task: describe an organic reaction: reactants, conditions, products, and yield. Dataset: the Open Reaction Database (ORD), a public repository of structured organic reaction records Reactants: FC1=CC=C(C=C1)C=1OC2=C(C1C(NC)=O)C=C(C(=C2)[N+](=O)[O-])C=2C=CC(=C(C(=O)OC)C2)OC (methyl 5-(2-(4-fluorophenyl)-3-(methylcarbamoyl)-6-nitrobenzofuran-5-yl)-2-methoxybenzoate), O (water), [OH-].[Na+] (sodium hydroxide). Run in C1CCOC1 (THF). Reaction conditions: temperature 50 celsius. Product: FC1=CC=C(C=C1)C=1OC2=C(C1C(NC)=O)C=C(C(=C2)[N+](=O)[O-])C=2C=CC(=C(C(=O)O)C2)OC (5-(2-(4-fluorophenyl)-3-(methylcarbamoyl)-6-nitrobenzofuran-5-yl)-2-methoxybenzoic acid). As a reaction SMILES: [F:1][C:2]1[CH:7]=[CH:6][C:5]([C:8]2[O:9][C:10]3[CH:20]=[C:19]([N+:21]([O-:23])=[O:22])[C:18]([C:24]4[CH:25]=[CH:26][C:27]([O:34][CH3:35])=[C:28]([CH:33]=4)[C:29]([O:31]C)=[O:30])=[CH:17][C:11]=3[C:12]=2[C:13](=[O:16])[NH:14][CH3:15])=[CH:4][CH:3]=1.O.[OH-].[Na+]>C1COCC1>[F:1][C:2]1[CH:3]=[CH:4][C:5]([C:8]2[O:9][C:10]3[CH:20]=[C:19]([N+:21]([O-:23])=[O:22])[C:18]([C:24]4[CH:25]=[CH:26][C:27]([O:34][CH3:35])=[C:28]([CH:33]=4)[C:29]([OH:31])=[O:30])=[CH:17][C:11]=3[C:12]=2[C:13](=[O:16])[NH:14][CH3:15])=[CH:6][CH:7]=1 |f:2.3|. Procedure: To a solution of methyl 5-(2-(4-fluorophenyl)-3-(methylcarbamoyl)-6-nitrobenzofuran-5-yl)-2-methoxybenzoate (200 mg, 0.418 mmol) in THF (12 mL)/water (4.0 mL) at room temperature was added sodium hydroxide (1.045 mL, 2.090 mmol). The reaction mixture was heated to 50° C. and maintained at the same temperature for overnight. The reaction mixture was concentrated under vacuum to remove the solvent. The residue was diluted with water, acidified with 1.5 N HCl. The solid obtained was filtered and dr...